Dataset: the Open Reaction Database (ORD), a public repository of structured organic reaction records. Task: describe an organic reaction: reactants, conditions, products, and yield The reactants are C(C1=CC=CC=C1)S (Benzylmercaptan), ice, Cl (hydrochloric acid), BrC=1C(=NC=NC1O)O (5-bromo-4,6-dihydroxypyrimidine), C([O-])([O-])=O.[K+].[K+] (potassium carbonate). The solvent is CN(C=O)C (dimethylformamide). Reaction conditions: temperature 100 celsius. Yields the product OC1=NC=NC(=C1SCC1=CC=CC=C1)O (4,6-dihydroxy-5-benzylthiopyrimidine). The yield is 47.0%. RXN SMILES: [CH2:1]([SH:8])[C:2]1[CH:7]=[CH:6][CH:5]=[CH:4][CH:3]=1.Br[C:10]1[C:11]([OH:17])=[N:12][CH:13]=[N:14][C:15]=1[OH:16].C(=O)([O-])[O-].[K+].[K+].Cl>CN(C)C=O>[OH:17][C:11]1[C:10]([S:8][CH2:1][C:2]2[CH:7]=[CH:6][CH:5]=[CH:4][CH:3]=2)=[C:15]([OH:16])[N:14]=[CH:13][N:12]=1 |f:2.3.4|. Procedure: Benzylmercaptan (6 ml, 0.05 mole) was added to a stirred and heated (90°) suspension of 5-bromo-4,6-dihydroxypyrimidine (9.5 g, 0.05 mole) and potassium carbonate (7.5 g, 0.055 mole) in dimethylformamide (25 ml). The reaction mixture was stirred and heated at 95-105° C. under an atmosphere of dry nitrogen for 3.5 hours. The mixture was poured into ice cold water (400 ml) with vigorous stirring and then acidified to pH 1 with hydrochloric acid. After stirring for 0.5 hours the suspension was filt... The reactants are COc1ccc(C(=O)Cl)cc1, O=C([O-])O, COC(=O)C1CC(C)Nc2ccccc21, CCOCC, CCN(C(C)C)C(C)C, ClCCl, [Na+]. Yields the product COC(=O)C1CC(C)N(C(=O)c2ccc(OC)cc2)c2ccccc21. Reaction SMILES: [C:25]([c:26]1[cH:27][cH:28][c:29]([O:32][CH3:33])[cH:30][cH:31]1)(=[O:34])[Cl:35].[C:36](=[O:37])([OH:38])[O-:39].[CH3:1][O:2][C:3](=[O:4])[CH:5]1[CH2:6][CH:7]([CH3:15])[NH:8][c:9]2[cH:10][cH:11][cH:12][cH:13][c:14]21.[CH3:44][CH2:45][O:46][CH2:47][CH3:48].[CH:16]([N:17]([CH2:18][CH3:19])[CH:20]([CH3:21])[CH3:22])([CH3:23])[CH3:24].[Cl:41][CH2:42][Cl:43].[Na+:40]>>[CH3:1][O:2][C:3](=[O:4])[CH:5]1[CH2:6][CH:7]([CH3:15])[N:8]([C:25]([c:26]2[cH:27][cH:28][c:29]([O:32][CH3:33])[cH:30][cH:31]2)=[O:34])[c:9]2[cH:10][cH:11][cH:12][cH:13][c:14]21. Reactants: O (water), ClC=1C(=NC(=C(C1)Cl)F)F (3,5-dichloro-2,6-difluoropyridine), [OH-].[Na+] (sodium hydroxide). Run in C(CO)O (ethylene glycol), butenediol(2-butene-1,4-diol). Reaction conditions: time 2 hour. The product is ClC=1C(=NC(=C(C1)Cl)F)OCC=CCO (4-(3,5-Dichloro-6-fluoro-2-pyridyloxy)-2-buten-1-ol). RXN SMILES: [Cl:1][C:2]1[C:3]([F:10])=[N:4][C:5](F)=[C:6]([Cl:8])[CH:7]=1.[OH-:11].[Na+].[OH2:13]>C(O)CO>[Cl:8][C:6]1[C:5]([O:11][CH2:3][CH:2]=[CH:7][CH2:6][OH:13])=[N:4][C:3]([F:10])=[C:2]([Cl:1])[CH:7]=1 |f:1.2|. Reported procedure: To a solution of 11 grams (0.06 mole) of 3,5-dichloro-2,6-difluoropyridine in 35 milliliters of ethylene glycol was added over a 15 minute period 2.44 grams of sodium hydroxide in 35 milliliters of butenediol(2-butene-1,4-diol). The mixture was heated to ~70° C. and agitated for ~31/2 hours. Thereafter the mixture was poured into water and extracted with hot hexane. Most of the hexane was removed and upon cooling the 4-(3,5-dichloro-6-fluoro-2-pyridyloxy)-2-buten-1-ol product precipitated out. T... Yields the product COc1ccc(F)c2sccc12. Starting materials: CO, COC(=O)c1cc2c(OC)ccc(F)c2s1, [Na+], [OH-], O. RXN SMILES: [CH3:19][OH:20].[F:1][c:2]1[cH:3][cH:4][c:5]([O:15][CH3:16])[c:6]2[cH:7][c:8]([C:11]([O:12][CH3:13])=[O:14])[s:9][c:10]12.[Na+:18].[OH-:17].[OH2:21]>>[F:1][c:2]1[cH:3][cH:4][c:5]([O:15][CH3:16])[c:6]2[cH:7][cH:8][s:9][c:10]12. As a reaction SMILES: [S:1]([C:5]1[CH:11]=[CH:10][C:8]([CH3:9])=[CH:7][CH:6]=1)([O-])(=[O:3])=[O:2].FC(F)(F)C(O)=O.CC[N:21](C(C)C)C(C)C>>[CH3:9][C:8]1[CH:7]=[CH:6][C:5]([S:1]([NH2:21])(=[O:3])=[O:2])=[CH:11][CH:10]=1. Procedure details: The azatetracyclic compounds that are the subject of the invention herein can be prepared in the following reaction Schemes I and II. In reaction Scheme I a method of producing azatetracyclic benzamides is shown and in reaction Scheme II a method for producing azatetracyclic amines is shown. ##STR10## Referring to reaction Scheme I, trans-1,2-di-carbomethoxy-4-methylene-cyclopentane is reacted with sodium hydroxide followed with acid to produce trans-4-methylene-1,2-cyclopentanedicarboxylic acid... The product is CC=1C=CC(=CC1)S(=O)(=O)N (p-toluenesulfonamide). Starting materials: S(=O)(=O)([O-])C1=CC=C(C)C=C1 (tosylate), FC(C(=O)O)(F)F (trifluoroacetic acid), CCN(C(C)C)C(C)C (Hunig's base). Reactants: CCc1ccc(N=C=O)cc1, Cc1ccc(NC(=O)Nc2ccc(Oc3cc(C(F)(F)F)ncn3)cc2)cc1. The product is CCc1ccc(NC(=O)Nc2ccc(Oc3cc(C(F)(F)F)ncn3)cc2)cc1. Reaction SMILES: [CH2:29]([c:30]1[cH:31][cH:32][c:33]([N:34]=[C:35]=[O:36])[cH:37][cH:38]1)[CH3:39].[c:1]1([CH3:28])[cH:2][cH:3][c:4]([NH:7][C:8](=[O:9])[NH:10][c:11]2[cH:12][cH:13][c:14]([O:17][c:18]3[n:19][cH:20][n:21][c:22]([C:24]([F:25])([F:26])[F:27])[cH:23]3)[cH:15][cH:16]2)[cH:5][cH:6]1>>[c:1]1([CH2:28][CH3:29])[cH:2][cH:3][c:4]([NH:7][C:8](=[O:9])[NH:10][c:11]2[cH:12][cH:13][c:14]([O:17][c:18]3[n:19][cH:20][n:21][c:22]([C:24]([F:25])([F:26])[F:27])[cH:23]3)[cH:15][cH:16]2)[cH:5][cH:6]1. Reactants: C(C1=CC=C(C(=O)OC)C=C1)(=O)OC (dimethyl terephthalate), C(CCCCCCCCCCCCCCCCCCCCC)O (1-docosanol), Xylenes, mixture, xylenes. Solvent: CO (methanol). Conditions: temperature 160 celsius. Yields the product C(C1=CC=C(C(=O)OCCCCCCCCCCCCCCCCCCCCCC)C=C1)(=O)OCCCCCCCCCCCCCCCCCCCCCC (didocosyl terephthalate). The yield is 98.3%. RXN SMILES: [C:1]([O:13][CH3:14])(=[O:12])[C:2]1[CH:11]=[CH:10][C:5]([C:6]([O:8][CH3:9])=[O:7])=[CH:4][CH:3]=1.C(O)[CH2:16][CH2:17][CH2:18][CH2:19][CH2:20][CH2:21][CH2:22][CH2:23][CH2:24][CH2:25][CH2:26][CH2:27][CH2:28][CH2:29][CH2:30][CH2:31][CH2:32][CH2:33][CH2:34][CH2:35][CH3:36]>CO>[C:6]([O:8][CH2:9][CH2:36][CH2:35][CH2:34][CH2:33][CH2:32][CH2:31][CH2:30][CH2:29][CH2:28][CH2:27][CH2:26][CH2:25][CH2:24][CH2:23][CH2:22][CH2:21][CH2:20][CH2:19][CH2:18][CH2:17][CH3:16])(=[O:7])[C:5]1[CH:10]=[CH:11][C:2]([C:1]([O:13][CH2:14][CH2:36][CH2:35][CH2:34][CH2:33][CH2:32][CH2:31][CH2:30][CH2:29][CH2:28][CH2:27][CH2:26][CH2:25][CH2:24][CH2:23][CH2:22][CH2:21][CH2:20][CH2:19][CH2:18][CH2:17][CH3:16])=[O:12])=[CH:3][CH:4]=1. Procedure: To a 3 neck 500 mL round bottomed flask equipped with a Dean Stark trap and condenser, thermocouple and argon inlet was added dimethyl terephthalate (49.57 grams, available from Sigma Aldrich), 1-docosanol (167.76 grams, available from Spectrum Chemical), Fascat 4100 (0.22 grams, available from Arkema Inc) and Xylenes (100 mL, available from Sigma Aldrich). The mixture was slowly heated under argon to 160° C. during which reagents melted. The temperature was raised to 180° C. The reaction mixtur...